From a dataset of the Open Reaction Database (ORD), a public repository of structured organic reaction records. describe an organic reaction: reactants, conditions, products, and yield Starting materials: CC(C)O, Cc1ccc(N)c(CCl)c1, Cl, CCOc1ccc2nc(S)[nH]c2c1. Product: CCOc1ccc2[nH]c(SCc3cc(C)ccc3N)nc2c1. Reaction SMILES: [CH:25]([OH:26])([CH3:27])[CH3:28].[Cl:15][CH2:16][c:17]1[c:18]([NH2:19])[cH:20][cH:21][c:22]([CH3:24])[cH:23]1.[ClH:14].[SH:1][c:2]1[nH:3][c:4]2[c:5]([n:6]1)[cH:7][cH:8][c:9]([O:11][CH2:12][CH3:13])[cH:10]2>>[S:1]([c:2]1[n:3][c:4]2[c:5]([nH:6]1)[cH:7][cH:8][c:9]([O:11][CH2:12][CH3:13])[cH:10]2)[CH2:16][c:17]1[c:18]([NH2:19])[cH:20][cH:21][c:22]([CH3:24])[cH:23]1. Reactants: ClC=1N=C(C2=CC=CC=C2C1)NC1=CC=C(C=C1)OC (3-chloro-1-[N-(4-methoxyphenyl)amino]isoquinoline), Br (hydrogen bromide), C(C)(=O)O (acetic acid). The solvent is O (water). Product: ClC=1N=C(C2=CC=CC=C2C1)NC1=CC=C(C=C1)O (4-[N-(3-chloroisoquinolin-1-yl)amino]phenol). Yield: 101.9%. RXN SMILES: [Cl:1][C:2]1[N:3]=[C:4]([NH:12][C:13]2[CH:18]=[CH:17][C:16]([O:19]C)=[CH:15][CH:14]=2)[C:5]2[C:10]([CH:11]=1)=[CH:9][CH:8]=[CH:7][CH:6]=2.Br.C(O)(=O)C>O>[Cl:1][C:2]1[N:3]=[C:4]([NH:12][C:13]2[CH:18]=[CH:17][C:16]([OH:19])=[CH:15][CH:14]=2)[C:5]2[C:10]([CH:11]=1)=[CH:9][CH:8]=[CH:7][CH:6]=2. Procedure details: A mixture of 3-chloro-1-[N-(4-methoxyphenyl)amino]isoquinoline (1.90 g), hydrogen bromide (10 ml of 48%) and glacial acetic acid was heated under reflux for a period of 9.5 hours. The reaction mixture was poured into water, and the aqueous mixture was extracted with ethyl acetate. The organic phase was dried over anhydrous magnesium sulfate and the solvent was removed by distillation under reduced pressure to give 4-[N-(3-chloroisoquinolin-1-yl)amino]phenol (1.84 g) as pale yellow crystals mp 17... The reactants are CS(C)=O, NC(=O)c1cc(C(=O)CCCCCl)ccc1OCc1ccccc1, [Na+], [Na+], O=C([O-])[O-], O, c1ccc(N2CCNCC2)cc1. Product: NC(=O)c1cc(C(=O)CCCCN2CCN(c3ccccc3)CC2)ccc1OCc1ccccc1. As a reaction SMILES: [CH3:43][S:44](=[O:45])[CH3:46].[Cl:1][CH2:2][CH2:3][CH2:4][CH2:5][C:6](=[O:7])[c:8]1[cH:9][cH:10][c:11]([O:17][CH2:18][c:19]2[cH:20][cH:21][cH:22][cH:23][cH:24]2)[c:12]([C:13](=[O:14])[NH2:15])[cH:16]1.[Na+:37].[Na+:38].[O-:39][C:40](=[O:41])[O-:42].[OH2:47].[c:25]1([N:31]2[CH2:32][CH2:33][NH:34][CH2:35][CH2:36]2)[cH:26][cH:27][cH:28][cH:29][cH:30]1>>[CH2:2]([CH2:3][CH2:4][CH2:5][C:6](=[O:7])[c:8]1[cH:9][cH:10][c:11]([O:17][CH2:18][c:19]2[cH:20][cH:21][cH:22][cH:23][cH:24]2)[c:12]([C:13](=[O:14])[NH2:15])[cH:16]1)[N:34]1[CH2:33][CH2:32][N:31]([c:25]2[cH:26][cH:27][cH:28][cH:29][cH:30]2)[CH2:36][CH2:35]1. The reactants are FC1=C(N)C=C(C=C1)F (2,5-difluoroaniline), C(=O)O (formic acid). Run in C1=CC=CC=C1 (benzene). Conditions: temperature 80 celsius, time 8 hour. Product: FC1=C(C=C(C=C1)F)NC=O (N-(2,5-difluorophenyl)formamide). RXN SMILES: [F:1][C:2]1[CH:8]=[CH:7][C:6]([F:9])=[CH:5][C:3]=1[NH2:4].[CH:10](O)=[O:11]>C1C=CC=CC=1>[F:1][C:2]1[CH:8]=[CH:7][C:6]([F:9])=[CH:5][C:3]=1[NH:4][CH:10]=[O:11]. Procedure details: A mixture of 25.8 g of 2A, 18.5 g of formic acid and 100 ml of benzene was refluxed (80° C.) for 2 hours. The mixture was allowed to stand overnight. The solid that formed was separated and taken up in ether. Hexane was added. The solid that formed was separated and washed with cold hexane to give N-(2,5-difluorophenyl)formamide (2B), m.p.: 112°-114° C. Reactants: BrCCCC#N (4-bromobutyronitrile), CC=1NC=CN1 (2-methylimidazole), [OH-].[Na+] (sodium hydroxide). Solvent: CN(C=O)C (dimethylformamide), CN(C=O)C (dimethylformamide), O (water). Run at time 8 hour. The product is CC=1N(C=CN1)C(C#N)CC ((2-methyl-1H-imidazol-1-yl)butanenitrile). As a reaction SMILES: [OH-].[Na+].Br[CH2:4][CH2:5][CH2:6][C:7]#[N:8].[CH3:9][C:10]1[NH:11][CH:12]=[CH:13][N:14]=1>O.CN(C)C=O>[CH3:9][C:10]1[N:11]([CH:6]([CH2:5][CH3:4])[C:7]#[N:8])[CH:12]=[CH:13][N:14]=1 |f:0.1|. Reported procedure: 12.8 g of sodium hydroxide was dissolved in 12 ml of water and diluted with 150 ml of dimethylformamide containing 20.3 g of 2-methylimidazole. A solution of 50.0 g of 4-bromobutyronitrile in 100 ml of dimethylformamide was added slowly maintaining the temperature below 30° C. The resulting mixture was stirred overnight and was concentrated. The residue was taken up in 150 ml of brine and extracted with dichloromethane. The combined organic layers were dried over potassium carbonate and evaporat... Reactants: N1C=CC2=C(C=CC=C12)C=1C=C(C2=CN(N=C2C1)C1OCCCC1)N (6-(1H-indol-4-yl)-2-(tetrahydro-2H-pyran-2-yl)-2H-indazol-4-amine), CCN(C(C)C)C(C)C (DIPEA), O1C(=CC=C1)C(=O)Cl (2-furancarbonyl chloride). Run in C(Cl)Cl (DCM). Conditions: time 1 hour. The product is N1C=CC2=C(C=CC=C12)C1=CC(=C2C=NNC2=C1)NC(=O)C=1OC=CC1 (N-[6-(1H-Indol-4-yl)-1H-indazol-4-yl]-2-furancarboxamide), solid. Reaction SMILES: [NH:1]1[C:9]2[C:4](=[C:5]([C:10]3[CH:11]=[C:12]([NH2:25])[C:13]4[C:17]([CH:18]=3)=[N:16][N:15](C3CCCCO3)[CH:14]=4)[CH:6]=[CH:7][CH:8]=2)[CH:3]=[CH:2]1.CCN(C(C)C)C(C)C.[O:35]1[CH:39]=[CH:38][CH:37]=[C:36]1[C:40](Cl)=[O:41]>C(Cl)Cl>[NH:1]1[C:9]2[C:4](=[C:5]([C:10]3[CH:18]=[C:17]4[C:13]([CH:14]=[N:15][NH:16]4)=[C:12]([NH:25][C:40]([C:36]4[O:35][CH:39]=[CH:38][CH:37]=4)=[O:41])[CH:11]=3)[CH:6]=[CH:7][CH:8]=2)[CH:3]=[CH:2]1. Reported procedure: To a solution of 6-(1H-indol-4-yl)-2-(tetrahydro-2H-pyran-2-yl)-2H-indazol-4-amine (50 mg) in DCM (1 ml) was added DIPEA (131 μl) followed by 2-furancarbonyl chloride (39 mg) (available from ABCR) and the mixture stirred at RT for 1 h, then the solvent was removed. To a mixture of the residue in methanol (2 ml) was added 4M hydrochloric acid in 1,4-dioxane (2 ml) and the mixture stirred at RT for 2 h. Purification of the residue by mass directed preparative HPLC (Method A), followed by freeze dr... Starting materials: O (water), ClC1=CC=C(C=N1)C=O (6-chloropyridine-3-carbaldehyde), N1CCC(CC1)[C@@H]1[C@@H](C1)CCO (2-[(1S,2R)-2-(piperidin-4-yl)cyclopropyl]ethanol), C([O-])([O-])=O.[Cs+].[Cs+] (Cesium carbonate). Run in CN(C)C=O (DMF). Reaction conditions: time 8 hour. The product is OCC[C@H]1[C@H](C1)C1CCN(CC1)C1=CC=C(C=N1)C=O (6-{4-[(1R,2S)-2-(2-hydroxyethyl)cyclopropyl]piperidin-1-yl}pyridine-3-carbaldehyde). Reaction SMILES: Cl[C:2]1[N:7]=[CH:6][C:5]([CH:8]=[O:9])=[CH:4][CH:3]=1.[NH:10]1[CH2:15][CH2:14][CH:13]([C@H:16]2[CH2:18][C@H:17]2[CH2:19][CH2:20][OH:21])[CH2:12][CH2:11]1.C(=O)([O-])[O-].[Cs+].[Cs+].O>CN(C=O)C>[OH:21][CH2:20][CH2:19][C@@H:17]1[CH2:18][C@@H:16]1[CH:13]1[CH2:12][CH2:11][N:10]([C:2]2[N:7]=[CH:6][C:5]([CH:8]=[O:9])=[CH:4][CH:3]=2)[CH2:15][CH2:14]1 |f:2.3.4|. Procedure: In a 250 ml RBF the 6-chloropyridine-3-carbaldehyde (1.907 g, 13.47 mmol) and 2-[(1S,2R)-2-(piperidin-4-yl)cyclopropyl]ethanol (2.28 g, 13.47 mmol) were dissolved in DMF (13.47 ml). Cesium carbonate (13.17 g, 40.4 mmol) was added and the mixture stirred at RT overnight. The mixture was poured into 4:1 water:brine (200 ml), extracted with EtOAc (3×100 ml), the organic fractions combined, washed with brine, dried over Na2SO4, filtered and the volatiles removed in vacuo. The residue was purified by...